Dataset: the Open Reaction Database (ORD), a public repository of structured organic reaction records. Task: describe an organic reaction: reactants, conditions, products, and yield Starting materials: CCCCOCCOc1ccc(-c2ccc3c(c2)C=C(C(=O)Nc2ccc(SCc4nnc(C)o4)cc2)CCN3CC(C)C)cc1, ClCCl, O=C(OO)c1cccc(Cl)c1, [Na+], [Na+], O=S([O-])([O-])=S. Yields the product CCCCOCCOc1ccc(-c2ccc3c(c2)C=C(C(=O)Nc2ccc(S(=O)Cc4nnc(C)o4)cc2)CCN3CC(C)C)cc1. As a reaction SMILES: [CH2:1]([CH2:2][CH2:3][CH3:4])[O:5][CH2:6][CH2:7][O:8][c:9]1[cH:10][cH:11][c:12](-[c:15]2[cH:16][cH:17][c:18]3[c:19]([cH:46]2)[CH:20]=[C:21]([C:29](=[O:30])[NH:31][c:32]2[cH:33][cH:34][c:35]([S:38][CH2:39][c:40]4[o:41][c:42]([CH3:45])[n:43][n:44]4)[cH:36][cH:37]2)[CH2:22][CH2:23][N:24]3[CH2:25][CH:26]([CH3:27])[CH3:28])[cH:13][cH:14]1.[CH2:65]([Cl:66])[Cl:67].[Cl:47][c:48]1[cH:49][cH:50][cH:51][c:52]([C:53]([O:54][OH:56])=[O:55])[cH:57]1.[Na+:63].[Na+:64].[S:58]([O-:59])([O-:60])(=[O:61])=[S:62]>>[CH2:1]([CH2:2][CH2:3][CH3:4])[O:5][CH2:6][CH2:7][O:8][c:9]1[cH:10][cH:11][c:12](-[c:15]2[cH:16][cH:17][c:18]3[c:19]([cH:46]2)[CH:20]=[C:21]([C:29](=[O:30])[NH:31][c:32]2[cH:33][cH:34][c:35]([S:38]([CH2:39][c:40]4[o:41][c:42]([CH3:45])[n:43][n:44]4)=[O:55])[cH:36][cH:37]2)[CH2:22][CH2:23][N:24]3[CH2:25][CH:26]([CH3:27])[CH3:28])[cH:13][cH:14]1. Starting materials: C1(=CC=CC=C1)C1=NN(C(=C1C1=CC=CC=C1)C1=CC=CC=C1)CCCCCCCCCC=O (3,4,5-triphenyl-lH-pyrazole-1-decanal), CC(=O)C.OS(=O)(=O)O.O=[Cr](=O)=O (Jones reagent). The solvent is CC(=O)C (acetone). Reaction conditions: time 48 minute. Yields the product O.C1(=CC=CC=C1)C1=NN(C(=C1C1=CC=CC=C1)C1=CC=CC=C1)CCCCCCCCCC(=O)O (3,4,5-triphenyl-lH-pyrazole-1-decanoic acid hydrate). Isolated yield 188.0%. As a reaction SMILES: [C:1]1([C:7]2[C:11]([C:12]3[CH:17]=[CH:16][CH:15]=[CH:14][CH:13]=3)=[C:10]([C:18]3[CH:23]=[CH:22][CH:21]=[CH:20][CH:19]=3)[N:9]([CH2:24][CH2:25][CH2:26][CH2:27][CH2:28][CH2:29][CH2:30][CH2:31][CH2:32][CH:33]=[O:34])[N:8]=2)[CH:6]=[CH:5][CH:4]=[CH:3][CH:2]=1.CC(C)=[O:37].OS(O)(=O)=O.O=[Cr](=O)=O>CC(C)=O>[OH2:34].[C:1]1([C:7]2[C:11]([C:12]3[CH:17]=[CH:16][CH:15]=[CH:14][CH:13]=3)=[C:10]([C:18]3[CH:19]=[CH:20][CH:21]=[CH:22][CH:23]=3)[N:9]([CH2:24][CH2:25][CH2:26][CH2:27][CH2:28][CH2:29][CH2:30][CH2:31][CH2:32][C:33]([OH:37])=[O:34])[N:8]=2)[CH:2]=[CH:3][CH:4]=[CH:5][CH:6]=1 |f:1.2.3,5.6|. Procedure: To a solution of 3,4,5-triphenyl-lH-pyrazole-1-decanal (2.42 g, 5.4 mmol) in acetone (47 mL maintained at 0° C. was added dropwise 1.75 mL (7 mmol) of 8 N Jones reagent. The ice water was removed and the mixture stirred for 48 minutes before being diluted with acetone, filtered through diatomaceous earth and concentrated. The residual oil was chromatographed on a column of silica gel using a mixture of hexane and ethyl acetate (13:7) as eluent to afford 3,4,5-triphenyl-lH-pyrazole-1-decanoic aci... Reactants: COc1cc(C(N)=O)c([N+](=O)[O-])cc1OCCOc1ccncc1, CO. Product: COc1cc(C(N)=O)c(N)cc1OCCOc1ccncc1. RXN SMILES: [CH3:1][O:2][c:3]1[c:4]([O:15][CH2:16][CH2:17][O:18][c:19]2[cH:20][cH:21][n:22][cH:23][cH:24]2)[cH:5][c:6]([N+:12]([O-:13])=[O:14])[c:7]([C:8](=[O:9])[NH2:10])[cH:11]1.[CH3:25][OH:26]>>[CH3:1][O:2][c:3]1[c:4]([O:15][CH2:16][CH2:17][O:18][c:19]2[cH:20][cH:21][n:22][cH:23][cH:24]2)[cH:5][c:6]([NH2:12])[c:7]([C:8](=[O:9])[NH2:10])[cH:11]1.